From a dataset of the Open Reaction Database (ORD), a public repository of structured organic reaction records. describe an organic reaction: reactants, conditions, products, and yield Reactants: C(C)OCC (diethyl ether), C1(CC1)CO (cyclopropylmethanol), N1=CC=CC=C1 (pyridine), C(OCCl)(=O)Cl (chloromethyl chlorocarbonate). Run in ClCCl (dichloromethane). Reaction conditions: temperature 0 celsius, time 30 minute. Product: C(OCCl)(OCC1CC1)=O (Chloromethyl cyclopropylmethyl carbonate). The yield is 97.9%. RXN SMILES: [CH:1]1([CH2:4][OH:5])[CH2:3][CH2:2]1.N1C=CC=CC=1.[C:12](Cl)(=[O:16])[O:13][CH2:14][Cl:15].C(OCC)C>ClCCl>[C:12](=[O:16])([O:5][CH2:4][CH:1]1[CH2:3][CH2:2]1)[O:13][CH2:14][Cl:15]. Procedure details: To a solution of cyclopropylmethanol (0.39 ml, 5.0 mmol) and pyridine (0.40 ml, 5.0 mmol) in dichloromethane (4 ml), at 0° C. and under nitrogen, was added dropwise chloromethyl chlorocarbonate (0.40 ml, 4.5 mmol). The reaction mixture was stirred at 0° C. for 30 min and then at room temperature for 2 h. To the mixture was added diethyl ether (15 ml) and the solid material was collected by filtration and washed with diethyl ether (10 ml). The combined organic phases were dried (MgSO4) and concen... Starting materials: ClC=1C=CC(=C(C(=O)C2=CC=CC=C2)C1)N1C(=NC(=C1CO)C)CN(C)C (5-chloro-2-[2-[(dimethylamino)methyl]-4-methyl-5-hydroxymethylimidazo1-yl]benzophenone), N(=NC(=O)OCC)C(=O)OCC (diethyl azodicarboxylate), C1(=CC=CC=C1)P(C1=CC=CC=C1)C1=CC=CC=C1 (triphenylphosphine), C1(C=2C(C(N1)=O)=CC=CC2)=O (phthalimide). The product is ClC1=CC(=C(C=C1)N1C(=NC(=C1CN1C(C=2C(C1=O)=CC=CC2)=O)C)CN(C)C)C(C2=CC=CC=C2)=O (N-[[1-[4-chloro-2-(benzoyl)phenyl]-2-[(dimethylamino)methyl]-4-methylimidazol-5-yl]methyl]phthalimide). As a reaction SMILES: [Cl:1][C:2]1[CH:3]=[CH:4][C:5]([N:16]2[C:20]([CH2:21]O)=[C:19]([CH3:23])[N:18]=[C:17]2[CH2:24][N:25]([CH3:27])[CH3:26])=[C:6]([CH:15]=1)[C:7]([C:9]1[CH:14]=[CH:13][CH:12]=[CH:11][CH:10]=1)=[O:8].C1(P(C2C=CC=CC=2)C2C=CC=CC=2)C=CC=CC=1.[C:47]1(=[O:57])[NH:51][C:50](=[O:52])[C:49]2=[CH:53][CH:54]=[CH:55][CH:56]=[C:48]12.N(C(OCC)=O)=NC(OCC)=O>>[Cl:1][C:2]1[CH:3]=[CH:4][C:5]([N:16]2[C:20]([CH2:21][N:51]3[C:47](=[O:57])[C:48]4=[CH:56][CH:55]=[CH:54][CH:53]=[C:49]4[C:50]3=[O:52])=[C:19]([CH3:23])[N:18]=[C:17]2[CH2:24][N:25]([CH3:27])[CH3:26])=[C:6]([C:7](=[O:8])[C:9]2[CH:10]=[CH:11][CH:12]=[CH:13][CH:14]=2)[CH:15]=1. Reported procedure: In the manner given in Example 3, 5-chloro-2-[2-[(dimethylamino)methyl]-4-methyl-5-hydroxymethylimidazo1-yl]benzophenone, triphenylphosphine, phthalimide and thereafter diethyl azodicarboxylate are reacted together to give N-[[1-[4-chloro-2-(benzoyl)phenyl]-2-[(dimethylamino)methyl]-4-methylimidazol-5-yl]methyl]phthalimide. The product is CC(C)(C)OC(=O)c1cc(Br)cc(C=O)c1. Starting materials: [Br-], CC(C)(C)OC(=O)c1cc(Br)cc(CO)c1, O=C([O-])O, [O-]Cl, ClCCl, [K+], [Na+], [Na+], [Na+], [Na+], O, O, O, O, O, O, O=S([O-])([O-])=S. RXN SMILES: [Br-:2].[Br:3][c:4]1[cH:5][c:6]([C:7](=[O:8])[O:9][C:10]([CH3:11])([CH3:12])[CH3:13])[cH:14][c:15]([CH2:17][OH:18])[cH:16]1.[C:34](=[O:35])([OH:36])[O-:37].[Cl:19][O-:20].[Cl:40][CH2:41][Cl:42].[K+:1].[Na+:21].[Na+:32].[Na+:33].[Na+:38].[OH2:22].[OH2:23].[OH2:24].[OH2:25].[OH2:26].[OH2:39].[S:27]([O-:28])([O-:29])(=[O:30])=[S:31]>>[Br:3][c:4]1[cH:5][c:6]([C:7](=[O:8])[O:9][C:10]([CH3:11])([CH3:12])[CH3:13])[cH:14][c:15]([CH:17]=[O:18])[cH:16]1. The reactants are C(C)(C)N1N=CC=C1C1=NC=CC=C1COC1=CN=C(C=C1C=O)OC (5-((2-(1-isopropyl-1H-pyrazol-5-yl)pyridin-3-yl)methoxy)-2-methoxyisonicotinaldehyde), Cl (HCl). Yields the product Cl.Cl.C(C)(C)N1N=CC=C1C1=NC=CC=C1COC1=CN=C(C=C1C=O)OC (5-((2-(1-isopropyl-1H-pyrazol-5-yl)pyridin-3-yl)methoxy)-2-methoxyisonicotinaldehyde bis-hydrochloride). As a reaction SMILES: [CH:1]([N:4]1[C:8]([C:9]2[C:14]([CH2:15][O:16][C:17]3[C:22]([CH:23]=[O:24])=[CH:21][C:20]([O:25][CH3:26])=[N:19][CH:18]=3)=[CH:13][CH:12]=[CH:11][N:10]=2)=[CH:7][CH:6]=[N:5]1)([CH3:3])[CH3:2].[ClH:27]>>[ClH:27].[ClH:27].[CH:1]([N:4]1[C:8]([C:9]2[C:14]([CH2:15][O:16][C:17]3[C:22]([CH:23]=[O:24])=[CH:21][C:20]([O:25][CH3:26])=[N:19][CH:18]=3)=[CH:13][CH:12]=[CH:11][N:10]=2)=[CH:7][CH:6]=[N:5]1)([CH3:3])[CH3:2] |f:2.3.4|. Reported procedure: 5-((2-(1-isopropyl-1H-pyrazol-5-yl)pyridin-3-yl)methoxy)-2-methoxyisonicotinaldehyde (980 mg, 2.78 mmol, 1 eq.) in HCl (6 N, 9.2 mL, 20 eq.) solution was freeze at −78° C. The mixture was lyophilized O/N to give 5-((2-(1-isopropyl-1H-pyrazol-5-yl)pyridin-3-yl)methoxy)-2-methoxyisonicotinaldehyde bis-hydrochloride as a yellow solid. 1H NMR (400 MHz, D2O) δ 8.85 (dd, J=5.7, 1.3 Hz, 1H), 8.78 (d, J=8.2 Hz, 1H), 8.12 (dd, J=8.1, 5.7 Hz, 1H), 7.76 (s, 1H), 7.72 (d, J=2.0 Hz, 1H), 7.46 (s, 1H), 6.65 (... Starting materials: CC(C)CN, Clc1c2c(nc3cn[nH]c13)CCCC2, Cc1ccccc1C. Yields the product CC(C)CNc1c2c(nc3cn[nH]c13)CCCC2. Reaction SMILES: [CH2:15]([CH:16]([CH3:17])[CH3:18])[NH2:19].[Cl:1][c:2]1[c:3]2[c:4]([n:5][c:6]3[c:11]1[CH2:10][CH2:9][CH2:8][CH2:7]3)[cH:12][n:13][nH:14]2.[c:20]1([CH3:21])[c:22]([CH3:23])[cH:24][cH:25][cH:26][cH:27]1>>[c:2]1([NH:19][CH2:15][CH:16]([CH3:17])[CH3:18])[c:3]2[c:4]([n:5][c:6]3[c:11]1[CH2:10][CH2:9][CH2:8][CH2:7]3)[cH:12][n:13][nH:14]2.